Dataset: the Open Reaction Database (ORD), a public repository of structured organic reaction records. Task: describe an organic reaction: reactants, conditions, products, and yield Starting materials: O=C(Br)C(Br)CCBr, CC#N, [K+], [K+], N#Cc1ccc(N)cc1, O=C([O-])[O-]. The product is N#Cc1ccc(N2CCC(Br)C2=O)cc1. Reaction SMILES: [Br:1][CH:2]([C:3](=[O:4])[Br:8])[CH2:6][CH2:7][Br:5].[CH3:24][C:25]#[N:26].[K+:18].[K+:19].[NH2:9][c:10]1[cH:11][cH:12][c:13]([C:14]#[N:15])[cH:16][cH:17]1.[O-:20][C:21]([O-:22])=[O:23]>>[Br:1][CH:2]1[C:3](=[O:4])[N:9]([c:10]2[cH:11][cH:12][c:13]([C:14]#[N:15])[cH:16][cH:17]2)[CH2:7][CH2:6]1. Run in C1CCOC1 (THF). Reactants: FC(OC1=CC=C(C=C1)[C@H](C)N1C(O[C@](CC1)(C1=CC=CC=C1)CC(C)=O)=O)F ((S)-3-((S)-1-(4-(difluoromethoxy)phenyl)ethyl)-6-(2-oxopropyl)-6-phenyl-1,3-oxazinan-2-one), C[Mg]Br (methylmagnesium bromide). The product is FC(OC1=CC=C(C=C1)[C@H](C)N1C(O[C@](CC1)(C1=CC=CC=C1)CC(C)(C)O)=O)F ((S)-3-((S)-1-(4-(difluoromethoxy)phenyl)ethyl)-6-(2-hydroxy-2-methylpropyl)-6-phenyl-1,3-oxazinan-2-one). The yield is 10.0%. Procedure details: To a solution of (S)-3-((S)-1-(4-(difluoromethoxy)phenyl)ethyl)-6-(2-oxopropyl)-6-phenyl-1,3-oxazinan-2-one (150 mg, 0.39 mmol) in THF (10 mL) was added methylmagnesium bromide (1 M, 2.5 mL) under nitrogen at −78° C. The mixture was stirred at rt until the reaction was over. The reaction was quenched with satd aq NH4Cl. The organic phase was separated and concentrated to give crude product, which was purified by preparative HPLC to give (S)-3-((S)-1-(4-(difluoromethoxy)phenyl)ethyl)-6-(2-hydroxy... As a reaction SMILES: [F:1][CH:2]([F:29])[O:3][C:4]1[CH:9]=[CH:8][C:7]([C@@H:10]([N:12]2[CH2:17][CH2:16][C@:15]([CH2:24][C:25](=[O:27])[CH3:26])([C:18]3[CH:23]=[CH:22][CH:21]=[CH:20][CH:19]=3)[O:14][C:13]2=[O:28])[CH3:11])=[CH:6][CH:5]=1.[CH3:30][Mg]Br>C1COCC1>[F:29][CH:2]([F:1])[O:3][C:4]1[CH:9]=[CH:8][C:7]([C@@H:10]([N:12]2[CH2:17][CH2:16][C@:15]([CH2:24][C:25]([OH:27])([CH3:30])[CH3:26])([C:18]3[CH:19]=[CH:20][CH:21]=[CH:22][CH:23]=3)[O:14][C:13]2=[O:28])[CH3:11])=[CH:6][CH:5]=1. Reactants: ClC1=CC(=CC=C1)C(=O)OO (m-chloroperbenzoic acid), ClC1=C(C=CC=C1)C=1C2=C(N(C(CN1)=O)C)SC(=C2)CC (5-(2-Chlorophenyl)-7-ethyl-1-methyl-1,3-dihydro-2H-thieno[2,3-e][1,4]diazepin-2-one), O (water), C(O)([O-])=O.[Na+] (sodium hydrogen-carbonate). The solvent is C(Cl)(Cl)Cl (chloroform), C(C)(=O)OC(C)=O (acetic anhydride). The product is ClC1=C(C=CC=C1)C=1C2=C(N(C(C(N1)O)=O)C)SC(=C2)CC (5-(2-chlorophenyl)-7-ethyl-3-hydroxy-1-methyl-1,3-dihydro-2H-thieno[2,3-e][1,4]diazepin-2-one). Yield: 41.3%. As a reaction SMILES: [Cl:1][C:2]1[CH:7]=[CH:6][CH:5]=[CH:4][C:3]=1[C:8]1[C:9]2[CH:19]=[C:18]([CH2:20][CH3:21])[S:17][C:10]=2[N:11]([CH3:16])[C:12](=[O:15])[CH2:13][N:14]=1.ClC1C=CC=C(C(OO)=[O:30])C=1.O.C(=O)([O-])O.[Na+]>C(Cl)(Cl)Cl.C(OC(=O)C)(=O)C>[Cl:1][C:2]1[CH:7]=[CH:6][CH:5]=[CH:4][C:3]=1[C:8]1[C:9]2[CH:19]=[C:18]([CH2:20][CH3:21])[S:17][C:10]=2[N:11]([CH3:16])[C:12](=[O:15])[CH:13]([OH:30])[N:14]=1 |f:3.4|. Reported procedure: 5-(2-Chlorophenyl)-7-ethyl-1-methyl-1,3-dihydro-2H-thieno[2,3-e][1,4]diazepin-2-one (3 g) was dissolved in chloroform (60 ml) and m-chloroperbenzoic acid (4.3 g) was added thereto with stirring at room temperature. The mixture was further stirred for 8 hours. The reaction mixture was washed with 0.5N sodium hydroxide and water and dried over magnesium sulfate. After filtration, the filtrate was concentrated under reduced pressure and the residue obtained was dissolved in acetic anhydride (30 ml)... Starting materials: O=C1C(CCC(O)c2ccc(F)cc2)C(c2ccc(OCc3cccc(CBr)c3)cc2)N1c1ccc(F)cc1, C1CN2CCN1CC2, Cc1ccccc1. Product: [Br-], O=C1C(CCC(O)c2ccc(F)cc2)C(c2ccc(OCc3cccc(C[N+]45CCN(CC4)CC5)c3)cc2)N1c1ccc(F)cc1. As a reaction SMILES: [Br:1][CH2:2][c:3]1[cH:4][c:5]([CH2:6][O:7][c:8]2[cH:9][cH:10][c:11]([CH:14]3[CH:15]([CH2:26][CH2:27][CH:28]([OH:29])[c:30]4[cH:31][cH:32][c:33]([F:36])[cH:34][cH:35]4)[C:16](=[O:25])[N:17]3[c:18]3[cH:19][cH:20][c:21]([F:24])[cH:22][cH:23]3)[cH:12][cH:13]2)[cH:37][cH:38][cH:39]1.[CH2:40]1[CH2:41][N:42]2[CH2:43][CH2:44][N:45]1[CH2:46][CH2:47]2.[CH3:48][c:49]1[cH:50][cH:51][cH:52][cH:53][cH:54]1>>[Br-:1].[CH2:2]([c:3]1[cH:4][c:5]([CH2:6][O:7][c:8]2[cH:9][cH:10][c:11]([CH:14]3[CH:15]([CH2:26][CH2:27][CH:28]([OH:29])[c:30]4[cH:31][cH:32][c:33]([F:36])[cH:34][cH:35]4)[C:16](=[O:25])[N:17]3[c:18]3[cH:19][cH:20][c:21]([F:24])[cH:22][cH:23]3)[cH:12][cH:13]2)[cH:37][cH:38][cH:39]1)[N+:42]12[CH2:41][CH2:40][N:45]([CH2:44][CH2:43]1)[CH2:46][CH2:47]2.